Dataset: the Open Reaction Database (ORD), a public repository of structured organic reaction records. Task: describe an organic reaction: reactants, conditions, products, and yield Run in CN(C=O)C (dimethylformamide). As a reaction SMILES: [CH:1]1[C:13]2[CH:12]([CH2:14]OC(N[C@H](C(O)=O)CC3C=CC=CC=3C)=O)[C:11]3[C:6](=[CH:7][CH:8]=[CH:9][CH:10]=3)[C:5]=2[CH:4]=[CH:3][CH:2]=1.F[B-](F)(F)F.N1(OC(N(C)C)=[N+](C)C)C2C=CC=CC=2N=N1.CN1CCOCC1>CN(C)C=O>[CH2:14]=[C:12]1[C:13]2[C:5](=[CH:4][CH:3]=[CH:2][CH:1]=2)[C:6]2[C:11]1=[CH:10][CH:9]=[CH:8][CH:7]=2 |f:1.2|. Procedure details: A solution of 3.2 g (8.1 mmol) of N-[(9-fluorenyl)methoxycarbonyl]-3-(2-methylphenyl)-L-alanine and 2.17 g (6.75 mmol) of 2-(1 H-benzotriazol-1-yl)-1,1,3,3-tetramethyluronium tetrafluoroborate in 22 ml of dimethylformamide was added to the resin from paragraph viii) and subsequently 1.5 ml (13.5 mmol) of N-methylmorpholine were added. The mixture was agitated for 30 minutes andthen the resin was drained and washed five times with 30 ml of dimethylformamide, twice with 30 ml of dichloromethane, t... Run at time 30 minute. The product is N-(4-methyl-α-(RS)-phenylbenzyl)valeramide polystyrene, C=C1C2=CC=CC=C2C3=CC=CC=C13 (dibenzofulvene). The reactants are C1=CC=CC=2C3=CC=CC=C3C(C12)COC(=O)N[C@@H](CC1=C(C=CC=C1)C)C(=O)O (N-[(9-fluorenyl)methoxycarbonyl]-3-(2-methylphenyl)-L-alanine), F[B-](F)(F)F.N1(N=NC2=C1C=CC=C2)OC(=[N+](C)C)N(C)C (2-(1 H-benzotriazol-1-yl)-1,1,3,3-tetramethyluronium tetrafluoroborate), viii, CN1CCOCC1 (N-methylmorpholine).